Dataset: the Open Reaction Database (ORD), a public repository of structured organic reaction records. Task: describe an organic reaction: reactants, conditions, products, and yield The reactants are BrCCBr, CCOC(=O)CC(=O)Nc1ccc(Br)cc1C, O=C([O-])[O-], ClCCl, [K+], [K+], O. The product is CCOC(=O)C1(C(=O)Nc2ccc(Br)cc2C)CC1. As a reaction SMILES: [Br:18][CH2:19][CH2:20][Br:21].[Br:1][c:2]1[cH:3][c:4]([CH3:17])[c:5]([NH:8][C:9]([CH2:10][C:11](=[O:12])[O:13][CH2:14][CH3:15])=[O:16])[cH:6][cH:7]1.[C:22](=[O:23])([O-:24])[O-:25].[CH2:28]([Cl:29])[Cl:30].[K+:26].[K+:27].[OH2:31]>>[Br:1][c:2]1[cH:3][c:4]([CH3:17])[c:5]([NH:8][C:9]([C:10]2([C:11](=[O:12])[O:13][CH2:14][CH3:15])[CH2:19][CH2:20]2)=[O:16])[cH:6][cH:7]1. Starting materials: O1C(OCC1)C(C)[C@H]1CC[C@H]2[C@@H]3C=C[C@]4(C[C@H](C[C@@H]([C@]4(C)[C@H]3CC[C@]12C)O)OC(C)=O)O (20-(1,3-dioxolan-2-yl)-3β-acetoxypregn-6-ene-1α,5α-diol), COC(C([C@H]1CC[C@H]2[C@@H]3C=C[C@]4(C[C@H](C[C@@H]([C@]4(C)[C@H]3CC[C@]12C)O)O)O)C)OC (21,21-dimethoxy-20-methylpregn-6-ene-1α,3β,5α-triol). Product: O1C(OCC1)C(C)[C@H]1CC[C@H]2[C@@H]3C=C[C@]4(C[C@H](C[C@@H]([C@]4(C)[C@H]3CC[C@]12C)OC(C1=CC=CC=C1)=O)OC(C)=O)O (20-(1,3-dioxolan-2-yl)-3β-acetoxy-1α-benzoyloxypregn-6-en-5α-ol). Yield: 92.8%. As a reaction SMILES: [O:1]1[CH2:5][CH2:4][O:3][CH:2]1[CH:6]([C@@H:8]1[C@:25]2([CH3:26])[C@H:11]([C@H:12]3[C@H:22]([CH2:23][CH2:24]2)[C@:20]2([CH3:21])[C@:15]([OH:32])([CH2:16][C@@H:17]([O:28][C:29](=[O:31])[CH3:30])[CH2:18][C@@H:19]2[OH:27])[CH:14]=[CH:13]3)[CH2:10][CH2:9]1)[CH3:7].COC(OC)C(C)[C@@H]1[C@]2(C)[C@H]([C@H:41]3[C@H:51](CC2)[C@:49]2(C)[C@:44](O)(C[C@@H](O)C[C@@H:48]2[OH:56])[CH:43]=[CH:42]3)CC1>>[O:1]1[CH2:5][CH2:4][O:3][CH:2]1[CH:6]([C@@H:8]1[C@:25]2([CH3:26])[C@H:11]([C@H:12]3[C@H:22]([CH2:23][CH2:24]2)[C@:20]2([CH3:21])[C@:15]([OH:32])([CH2:16][C@@H:17]([O:28][C:29](=[O:31])[CH3:30])[CH2:18][C@@H:19]2[O:27][C:48](=[O:56])[C:49]2[CH:51]=[CH:41][CH:42]=[CH:43][CH:44]=2)[CH:14]=[CH:13]3)[CH2:10][CH2:9]1)[CH3:7]. Procedure: The reaction and workup procedures of Example 105 were repeated except that 350 mg of 20-(1,3-dioxolan-2-yl)-3β-acetoxypregn-6-ene-1α,5α-diol was used in lieu of 400 mg of 21,21-dimethoxy-20-methylpregn-6-ene-1α,3β,5α-triol to give 400 mg of 20-(1,3-dioxolan-2-yl)-3β-acetoxy-1α-benzoyloxypregn-6-en-5α-ol showing the following physical properties. Starting materials: O (water), C1(=CC=CC=C1)N1N=NN=C1S (1-phenyl-1H-tetrazole-5-thiol), [OH-].[K+] (KOH), ICC1CCC2(OCCO2)CC1 (8-iodomethyl-1,4-dioxa-spiro[4.5]decane). Solvent: CCO (EtOH). Reaction conditions: temperature 80 celsius, time 2.5 hour. Product: O1CCOC12CCC(CC2)CSC2=NN=NN2C2=CC=CC=C2 (5-(1,4-dioxa-spiro[4.5]dec-8-ylmethylsulfanyl)-1-phenyl-1H-tetrazole). As a reaction SMILES: I[CH2:2][CH:3]1[CH2:12][CH2:11][C:6]2([O:10][CH2:9][CH2:8][O:7]2)[CH2:5][CH2:4]1.[C:13]1([N:19]2[C:23]([SH:24])=[N:22][N:21]=[N:20]2)[CH:18]=[CH:17][CH:16]=[CH:15][CH:14]=1.[OH-].[K+].O>CCO>[O:10]1[C:6]2([CH2:11][CH2:12][CH:3]([CH2:2][S:24][C:23]3[N:19]([C:13]4[CH:18]=[CH:17][CH:16]=[CH:15][CH:14]=4)[N:20]=[N:21][N:22]=3)[CH2:4][CH2:5]2)[O:7][CH2:8][CH2:9]1 |f:2.3|. Procedure details: A solution of 8-iodomethyl-1,4-dioxa-spiro[4.5]decane (prepared according to WO 2003/095438, 26 g, 92 mmol) was dissolved in EtOH (200 ml), 1-phenyl-1H-tetrazole-5-thiol (18.9 g, 106 mmol) and KOH (6.7 g, 120 mmol) was added and the mixture stirred at 80° C. for 2.5 h. A little water was added and the mixture concentrated in vacuo. The residue was taken up in water and EA. The yield after work up was 30.9 g (100%; yellowish oil). Reactants: CC(C)C[Al+]CC(C)C, COC(=O)C(C)NC(=O)OC(C)(C)C, Cc1ccccc1, [H-]. Product: CC(C=O)NC(=O)OC(C)(C)C. Reaction SMILES: [CH2:16]([Al+:17][CH2:18][CH:19]([CH3:20])[CH3:21])[CH:22]([CH3:23])[CH3:24].[CH3:1][O:2][C:3]([CH:4]([NH:5][C:6](=[O:7])[O:8][C:9]([CH3:10])([CH3:11])[CH3:12])[CH3:13])=[O:14].[CH3:25][c:26]1[cH:27][cH:28][cH:29][cH:30][cH:31]1.[H-:15]>>[O:2]=[CH:3][CH:4]([NH:5][C:6](=[O:7])[O:8][C:9]([CH3:10])([CH3:11])[CH3:12])[CH3:13]. Starting materials: [Br-], CC(c1ccc2c(c1)C(C)(C)CCC2(C)C)[P+](c1ccccc1)(c1ccccc1)c1ccccc1, Cc1ccc(C=O)c(C)c1. The product is CC(=Cc1ccc(C)cc1C)c1ccc2c(c1)C(C)(C)CCC2(C)C. Reaction SMILES: [Br-:1].[CH3:2][C:3]1([CH3:36])[c:4]2[cH:5][cH:6][c:7]([CH:15]([CH3:16])[P+:17]([c:18]3[cH:19][cH:20][cH:21][cH:22][cH:23]3)([c:24]3[cH:25][cH:26][cH:27][cH:28][cH:29]3)[c:30]3[cH:31][cH:32][cH:33][cH:34][cH:35]3)[cH:8][c:9]2[C:10]([CH3:13])([CH3:14])[CH2:11][CH2:12]1.[CH3:37][c:38]1[c:39]([CH:40]=[O:41])[cH:42][cH:43][c:44]([CH3:46])[cH:45]1>>[CH3:2][C:3]1([CH3:36])[c:4]2[cH:5][cH:6][c:7]([C:15]([CH3:16])=[CH:40][c:39]3[c:38]([CH3:37])[cH:45][c:44]([CH3:46])[cH:43][cH:42]3)[cH:8][c:9]2[C:10]([CH3:13])([CH3:14])[CH2:11][CH2:12]1. The reactants are O=C([O-])[O-], CN(C)C=O, Clc1cc(Cl)ncn1, O=C(Nc1cc(F)c(O)cc1F)OCc1ccccc1, [K+], [K+], O. Product: O=C(Nc1cc(F)c(Oc2cc(Cl)ncn2)cc1F)OCc1ccccc1. As a reaction SMILES: [C:29](=[O:30])([O-:31])[O-:32].[CH3:36][N:37]([CH3:38])[CH:39]=[O:40].[Cl:21][c:22]1[n:23][cH:24][n:25][c:26]([Cl:28])[cH:27]1.[F:1][c:2]1[c:3]([NH:10][C:11]([O:12][CH2:13][c:14]2[cH:15][cH:16][cH:17][cH:18][cH:19]2)=[O:20])[cH:4][c:5]([F:9])[c:6]([OH:8])[cH:7]1.[K+:33].[K+:34].[OH2:35]>>[F:1][c:2]1[c:3]([NH:10][C:11]([O:12][CH2:13][c:14]2[cH:15][cH:16][cH:17][cH:18][cH:19]2)=[O:20])[cH:4][c:5]([F:9])[c:6]([O:8][c:26]2[n:25][cH:24][n:23][c:22]([Cl:21])[cH:27]2)[cH:7]1. Starting materials: O=C([O-])CC(O)C(=O)[O-], N, [Na+], [Na+], O=C(O)CC(O)C(=O)O. Yields the product NC(CC(=O)O)C(=O)O. As a reaction SMILES: [C:1]([CH:2]([OH:3])[CH2:4][C:5](=[O:6])[O-:7])(=[O:8])[O-:9].[NH3:12].[Na+:10].[Na+:11].[OH:13][CH:14]([C:15](=[O:16])[OH:17])[CH2:18][C:19](=[O:20])[OH:21]>>[C:1]([CH:2]([CH2:4][C:5](=[O:6])[OH:7])[NH2:12])(=[O:8])[OH:9].